From a dataset of the Open Reaction Database (ORD), a public repository of structured organic reaction records. describe an organic reaction: reactants, conditions, products, and yield Starting materials: BrC1=CC=C(C=C1)I (4-Bromo-iodobenzene), C(C1=CC=CC=C1)N1N=CC(=C1)B1OC(C)(C)C(C)(C)O1 (1-benzylpyrazole-4-boronic acid pinacol ester), C(C)(=O)[O-].[K+] (potassium acetate), C(=O)([O-])[O-].[Cs+].[Cs+] (Cs2CO3). The reagents and catalysts are C1=CC=C(C=C1)P([C-]2C=CC=C2)C3=CC=CC=C3.C1=CC=C(C=C1)P([C-]2C=CC=C2)C3=CC=CC=C3.Cl[Pd]Cl.[Fe+2] (Pd(dppf)Cl2). Run in CS(=O)C (DMSO). Product: C(C1=CC=CC=C1)N1N=CC(=C1)C1=CC=C(C=C1)Br (1-benzyl-4-(4-bromophenyl)pyrazole). Yield: 99.4%. As a reaction SMILES: [Br:1][C:2]1[CH:7]=[CH:6][C:5](I)=[CH:4][CH:3]=1.[CH2:9]([N:16]1[CH:20]=[C:19](B2OC(C)(C)C(C)(C)O2)[CH:18]=[N:17]1)[C:10]1[CH:15]=[CH:14][CH:13]=[CH:12][CH:11]=1.C([O-])(=O)C.[K+].C([O-])([O-])=O.[Cs+].[Cs+]>CS(C)=O.C1C=CC(P(C2C=CC=CC=2)[C-]2C=CC=C2)=CC=1.C1C=CC(P(C2C=CC=CC=2)[C-]2C=CC=C2)=CC=1.Cl[Pd]Cl.[Fe+2]>[CH2:9]([N:16]1[CH:20]=[C:19]([C:5]2[CH:6]=[CH:7][C:2]([Br:1])=[CH:3][CH:4]=2)[CH:18]=[N:17]1)[C:10]1[CH:15]=[CH:14][CH:13]=[CH:12][CH:11]=1 |f:2.3,4.5.6,8.9.10.11|. Procedure details: 4-Bromo-iodobenzene (240 mg, 0.8 mmol, 1.2 eq.), 1-benzylpyrazole-4-boronic acid pinacol ester (200 mg, 0.7 mmol), potassium acetate (70 mg, 1 eq.), Pd(dppf)Cl2 (70 mg, 0.1 eq.), and Cs2CO3 (700 mg, 3.0 eq.) in DMSO (5 mL) were heated under argon at 80° C. during 1 h. The reaction mixture was extracted from water into diethyl ether, dried over Na2SO4, concentrated, and chromatographed on silica gel (5→10% EtOAc/hexanes) to give 1-benzyl-4-(4-bromophenyl)pyrazole (218 mg, 99%).